The task is: describe an organic reaction: reactants, conditions, products, and yield. This data is from the Open Reaction Database (ORD), a public repository of structured organic reaction records. Starting materials: ClC1=CC(=CC=C1)C(=O)OO (mCPBA), ClC=1C=C(C=CC1Cl)C1=NC(=NC(=C1C(=O)NCCCC1=CC=CC=C1)C)SC (4-(3,4-dichlorophenyl)-6-methyl-2-(methylthio)-N-(3-phenylpropyl)-5-pyrimidinecarboxamide), S([O-])(O)=O.[Na+] (sodium bisulfite). The solvent is ClCCl (dichloromethane), ClCCl (dichloromethane). Run at temperature 0 celsius, time 6 hour. The product is ClC=1C=C(C=CC1Cl)C1=NC(=NC(=C1C(=O)NCCCC1=CC=CC=C1)C)S(=O)(=O)C (4-(3,4-dichlorophenyl)-6-methyl-2-(methylsulfonyl)-N-(3-phenylpropyl)-5-pyrimidinecarboxamide). RXN SMILES: [Cl:1][C:2]1[CH:3]=[C:4]([C:9]2[C:14]([C:15]([NH:17][CH2:18][CH2:19][CH2:20][C:21]3[CH:26]=[CH:25][CH:24]=[CH:23][CH:22]=3)=[O:16])=[C:13]([CH3:27])[N:12]=[C:11](SC)[N:10]=2)[CH:5]=[CH:6][C:7]=1[Cl:8].Cl[C:31]1C=CC=C(C(OO)=O)C=1.[S:41](=[O:44])(O)[O-:42].[Na+]>ClCCl>[Cl:1][C:2]1[CH:3]=[C:4]([C:9]2[C:14]([C:15]([NH:17][CH2:18][CH2:19][CH2:20][C:21]3[CH:26]=[CH:25][CH:24]=[CH:23][CH:22]=3)=[O:16])=[C:13]([CH3:27])[N:12]=[C:11]([S:41]([CH3:31])(=[O:44])=[O:42])[N:10]=2)[CH:5]=[CH:6][C:7]=1[Cl:8] |f:2.3|. Procedure: 214 mg (0.479 mmol) of 4-(3,4-dichlorophenyl)-6-methyl-2-(methylthio)-N-(3-phenylpropyl)-5-pyrimidinecarboxamide synthesized in Example 7 was dissolved in 10 ml of dichloromethane. 165 mg (0.958 mmol) of mCPBA (m-chloroperbenzoic acid) was added thereto at 0° C. and stirred at the same temperature for 6 hours. 5 ml of saturated aqueous sodium bisulfite solution was added thereto at the same temperature and stirred for 30 minutes heating to room temperature. After the reaction mixture was diluted... Reactants: C(C1=CC=CC=C1)NCC1CC(CC1)C1=CC=C(C=C1)OC (N-Benzyl-N-[3-(4-methoxyphenyl)cyclopentylmethyl]amine), Cl.C(C)(=O)OCC (HCl ethyl acetate). The solvent is C(C)(=O)OCC (ethyl acetate). Run at time 2 hour. Product: Cl.C(C1=CC=CC=C1)NCC1CC(CC1)C1=CC=C(C=C1)OC (N-benzyl-N-[3-(4-methoxyphenyl) cyclopentylmethyl]amine hydrochloride). As a reaction SMILES: [CH2:1]([NH:8][CH2:9][CH:10]1[CH2:14][CH2:13][CH:12]([C:15]2[CH:20]=[CH:19][C:18]([O:21][CH3:22])=[CH:17][CH:16]=2)[CH2:11]1)[C:2]1[CH:7]=[CH:6][CH:5]=[CH:4][CH:3]=1.[ClH:23].C(OCC)(=O)C>C(OCC)(=O)C>[ClH:23].[CH2:1]([NH:8][CH2:9][CH:10]1[CH2:14][CH2:13][CH:12]([C:15]2[CH:16]=[CH:17][C:18]([O:21][CH3:22])=[CH:19][CH:20]=2)[CH2:11]1)[C:2]1[CH:3]=[CH:4][CH:5]=[CH:6][CH:7]=1 |f:1.2,4.5|. Reported procedure: N-Benzyl-N-[3-(4-methoxyphenyl)cyclopentylmethyl]amine (free compound, 5.60 g) was dissolved in ethyl acetate (100 ml), 4 N HCl-ethyl acetate solution (10 ml) was added, and the mixture was stirred at room temperature for 2 hours. The deposited crystals were filtered and air-dried to give 6.30 g of N-benzyl-N-[3-(4-methoxyphenyl) cyclopentylmethyl]amine hydrochloride (quantitative yield). The reactants are CCCCCC1(CCCCC)Cc2c(cc(C(C)(C)C)c(OC(C)=O)c2C(C)(C)C)O1, CC(C)(C)[O-], CCCCCCC, Cl, [K+]. Product: CCCCCC1(CCCCC)Cc2c(cc(C(C)(C)C)c(O)c2C(C)(C)C)O1. RXN SMILES: [C:1](=[O:2])([CH3:3])[O:4][c:5]1[c:6]([C:28]([CH3:29])([CH3:30])[CH3:31])[cH:7][c:8]2[c:9]([c:23]1[C:24]([CH3:25])([CH3:26])[CH3:27])[CH2:10][C:11]([CH2:13][CH2:14][CH2:15][CH2:16][CH3:17])([CH2:18][CH2:19][CH2:20][CH2:21][CH3:22])[O:12]2.[CH3:32][C:33]([CH3:34])([O-:35])[CH3:36].[CH3:39][CH2:40][CH2:41][CH2:42][CH2:43][CH2:44][CH3:45].[ClH:38].[K+:37]>>[OH:4][c:5]1[c:6]([C:28]([CH3:29])([CH3:30])[CH3:31])[cH:7][c:8]2[c:9]([c:23]1[C:24]([CH3:25])([CH3:26])[CH3:27])[CH2:10][C:11]([CH2:13][CH2:14][CH2:15][CH2:16][CH3:17])([CH2:18][CH2:19][CH2:20][CH2:21][CH3:22])[O:12]2. Procedure: 4-Chloro-5-methylthieno[2,3-d]pyrimidine (commercially available from Maybridge Chemical Co. Ltd.) (0.092 g, 0.50 mmol) and 3-chloro-4-(2-fluorobenzyloxy)aniline (prepared according to the published method: WO 96/09294) (0.164 g, 0.65 mmol) were reacted in 2-propanol (3.5 ml) for 4 hours, according to Procedure A. The product was obtained as cream plates (0.156 g, 72%) with m.p. 193-196° C.; (Found: C, 55.17; H, 3.77; N, 9.56. C20H15ClFN3OS.HCl requires: C, 55.05; H, 3.70; N, 9.63%); δH [2H6]-DM... RXN SMILES: [Cl:1][C:2]1[C:3]2[C:10]([CH3:11])=[CH:9][S:8][C:4]=2[N:5]=[CH:6][N:7]=1.[Cl:12][C:13]1[CH:14]=[C:15]([CH:17]=[CH:18][C:19]=1[O:20][CH2:21][C:22]1[CH:27]=[CH:26][CH:25]=[CH:24][C:23]=1[F:28])[NH2:16]>CC(O)C>[ClH:1].[Cl:12][C:13]1[CH:14]=[C:15]([CH:17]=[CH:18][C:19]=1[O:20][CH2:21][C:22]1[CH:27]=[CH:26][CH:25]=[CH:24][C:23]=1[F:28])[NH:16][C:2]1[C:3]2[C:10]([CH3:11])=[CH:9][S:8][C:4]=2[N:5]=[CH:6][N:7]=1 |f:3.4|. The solvent is CC(C)O (2-propanol). Starting materials: ClC=1C2=C(N=CN1)SC=C2C (4-Chloro-5-methylthieno[2,3-d]pyrimidine), ClC=1C=C(N)C=CC1OCC1=C(C=CC=C1)F (3-chloro-4-(2-fluorobenzyloxy)aniline). Yields the product Cl.ClC=1C=C(NC=2C3=C(N=CN2)SC=C3C)C=CC1OCC1=C(C=CC=C1)F (4-[3-Chloro-4-(2-fluorobenzyloxy)anilino]-5-methylthieno[2,3-d]pyrimidine hydrochloride). Reactants: O=C([O-])[O-], CC(C)OC(C)C, Cc1c(SCCCCl)ccnc1CSc1ccncc1, [K+], [K+], c1c[nH]cn1. Product: Cc1c(SCCCn2ccnc2)ccnc1CSc1ccncc1. As a reaction SMILES: [C:26](=[O:27])([O-:28])[O-:29].[CH:32]([O:33][CH:34]([CH3:35])[CH3:36])([CH3:37])[CH3:38].[Cl:1][CH2:2][CH2:3][CH2:4][S:5][c:6]1[c:7]([CH3:20])[c:8]([CH2:12][S:13][c:14]2[cH:15][cH:16][n:17][cH:18][cH:19]2)[n:9][cH:10][cH:11]1.[K+:30].[K+:31].[nH:21]1[cH:22][n:23][cH:24][cH:25]1>>[CH2:2]([CH2:3][CH2:4][S:5][c:6]1[c:7]([CH3:20])[c:8]([CH2:12][S:13][c:14]2[cH:15][cH:16][n:17][cH:18][cH:19]2)[n:9][cH:10][cH:11]1)[n:21]1[cH:22][n:23][cH:24][cH:25]1.